This data is from the Open Reaction Database (ORD), a public repository of structured organic reaction records. The task is: describe an organic reaction: reactants, conditions, products, and yield Starting materials: ClCCCN=C=O (chloro propyl isocyanate), COC(=O)C1(NC(C=2NC3=CC=C(C=C3C2C1)Br)C1=CC(=CC=C1)O)C ((1RS,3SR)-6-bromo-1-(3-hydroxy-phenyl)-3-methyl-2,3,4,9-tetrahydro-1H-betacarboline-3-carboxylic acid methyl ester). The product is BrC=1C=C2C=3CC4(N(C(C3NC2=CC1)C1=CC(=CC=C1)O)C(N(C4=O)CCCCl)=O)C ((3aSR,10RS)-6-Bromo-2-(3-chloro-propyl)-10-(3-hydroxy-phenyl)-3a-methyl-3a,4,9,10-tetrahydro-2,9,10a-triaza-cyclopenta[b]fluorene-1,3-dione). Reaction SMILES: [Cl:1][CH2:2][CH2:3][CH2:4][N:5]=[C:6]=[O:7].C[O:9][C:10]([C:12]1([CH3:33])[CH2:24][C:23]2[C:22]3[C:17](=[CH:18][CH:19]=[C:20]([Br:25])[CH:21]=3)[NH:16][C:15]=2[CH:14]([C:26]2[CH:31]=[CH:30][CH:29]=[C:28]([OH:32])[CH:27]=2)[NH:13]1)=O>>[Br:25][C:20]1[CH:21]=[C:22]2[C:17](=[CH:18][CH:19]=1)[NH:16][C:15]1[CH:14]([C:26]3[CH:31]=[CH:30][CH:29]=[C:28]([OH:32])[CH:27]=3)[N:13]3[C:6](=[O:7])[N:5]([CH2:4][CH2:3][CH2:2][Cl:1])[C:10](=[O:9])[C:12]3([CH3:33])[CH2:24][C:23]2=1. Procedure: The title compound is prepared analogously to the procedure described for example 22, using chloro propyl isocyanate and (1RS,3SR)-6-bromo-1-(3-hydroxy-phenyl)-3-methyl-2,3,4,9-tetrahydro-1H-betacarboline-3-carboxylic acid methyl ester. MS: m/z (MH+)=501.9/503.9 Reactants: OCC=Cc1ccc(Br)cc1, O=C([O-])[O-], CCOC(C)=O, O=c1cc(OCc2ccc(F)cc2)cc[nH]1, [I-], [K+], [K+], N, CN(C)C=O, O. The product is O=c1cc(OCc2ccc(F)cc2)ccn1-c1ccc(C=CCO)cc1. As a reaction SMILES: [Br:17][c:18]1[cH:19][cH:20][c:21]([CH:24]=[CH:25][CH2:26][OH:27])[cH:22][cH:23]1.[C:29](=[O:30])([O-:31])[O-:32].[CH3:37][CH2:38][O:39][C:40](=[O:41])[CH3:42].[F:1][c:2]1[cH:3][cH:4][c:5]([CH2:6][O:7][c:8]2[cH:9][c:10](=[O:14])[nH:11][cH:12][cH:13]2)[cH:15][cH:16]1.[I-:28].[K+:33].[K+:34].[NH3:36].[O:43]=[CH:44][N:45]([CH3:46])[CH3:47].[OH2:35]>>[F:1][c:2]1[cH:3][cH:4][c:5]([CH2:6][O:7][c:8]2[cH:9][c:10](=[O:14])[n:11](-[c:18]3[cH:19][cH:20][c:21]([CH:24]=[CH:25][CH2:26][OH:27])[cH:22][cH:23]3)[cH:12][cH:13]2)[cH:15][cH:16]1. The reactants are CC1CN(c2c(F)cc3c(=O)c(C(=O)O)cn4c3c2CCN4C)CC1NC(=O)CNC(=O)OC(C)(C)C, CCO, Cl, C1COCCO1. The product is Cl, CC1CN(c2c(F)cc3c(=O)c(C(=O)O)cn4c3c2CCN4C)CC1NC(=O)CN. Reaction SMILES: [C:1]([O:2][C:3](=[O:4])[NH:8][CH2:9][C:10](=[O:11])[NH:12][CH:13]1[CH2:14][N:15]([c:19]2[c:20]3[c:25]4[n:24]([cH:32][c:31]([C:33](=[O:34])[OH:35])[c:30](=[O:36])[c:26]4[cH:27][c:28]2[F:29])[N:23]([CH3:37])[CH2:22][CH2:21]3)[CH2:16][CH:17]1[CH3:18])([CH3:5])([CH3:6])[CH3:7].[CH3:38][CH2:39][OH:40].[ClH:41].[O:42]1[CH2:43][CH2:44][O:45][CH2:46][CH2:47]1>>[ClH:41].[NH2:8][CH2:9][C:10](=[O:11])[NH:12][CH:13]1[CH2:14][N:15]([c:19]2[c:20]3[c:25]4[n:24]([cH:32][c:31]([C:33](=[O:34])[OH:35])[c:30](=[O:36])[c:26]4[cH:27][c:28]2[F:29])[N:23]([CH3:37])[CH2:22][CH2:21]3)[CH2:16][CH:17]1[CH3:18]. The reactants are O1CCOC12CCC(CC2)C2=NC=1N(C(=C2)N)N=CC1 (5-(1,4-dioxaspiro[4.5]decan-8-yl)pyrazolo[1,5-a]pyrimidin-7-amine), ClC1=CC(=NC=2N1N=CC2)C2CC1(OCCO1)CC2 (7-chloro-5-(1,4-dioxaspiro[4.4]nonan-7-yl)pyrazolo[1,5-a]pyrimidine), ClC1=CC(=NC=2N1N=CC2)C2CCC1(OCCO1)CC2 (7-chloro-5-(1,4-dioxaspiro[4.5]decan-8-yl)pyrazolo[1,5-a]pyrimidine). The product is O1CCOC12CC(CC2)C2=NC=1N(C(=C2)N)N=CC1 (5-(1,4-Dioxaspiro[4.4]nonan-7-yl)pyrazolo[1,5-a]pyrimidin-7-amine). As a reaction SMILES: [O:1]1[C:5]2([CH2:10][CH2:9][CH:8]([C:11]3[CH:16]=[C:15]([NH2:17])[N:14]4[N:18]=[CH:19][CH:20]=[C:13]4[N:12]=3)[CH2:7]C2)[O:4][CH2:3][CH2:2]1.ClC1N2N=CC=C2N=C(C2CCC3(OCCO3)C2)C=1.ClC1N2N=CC=C2N=C(C2CCC3(OCCO3)CC2)C=1>>[O:4]1[C:5]2([CH2:10][CH2:9][CH:8]([C:11]3[CH:16]=[C:15]([NH2:17])[N:14]4[N:18]=[CH:19][CH:20]=[C:13]4[N:12]=3)[CH2:7]2)[O:1][CH2:2][CH2:3]1. Procedure: 5-(1,4-Dioxaspiro[4.4]nonan-7-yl)pyrazolo[1,5-a]pyrimidin-7-amine was synthesized in a manner similar to the synthesis of 5-(1,4-dioxaspiro[4.5]decan-8-yl)pyrazolo[1,5-a]pyrimidin-7-amine, but with 7-chloro-5-(1,4-dioxaspiro[4.4]nonan-7-yl)pyrazolo[1,5-a]pyrimidine substituted for 7-chloro-5-(1,4-dioxaspiro[4.5]decan-8-yl)pyrazolo[1,5-a]pyrimidine.